Dataset: the Open Reaction Database (ORD), a public repository of structured organic reaction records. Task: describe an organic reaction: reactants, conditions, products, and yield The reactants are [Cl-].ClC1=C(C=CC2=CC=CC=C12)OCC[NH3+] (2-[(1-chloronaphthalen-2-yl)oxy]ethanaminium chloride), CC1=CC=C(O1)C(C)=O (1-(5-methylfuran-2-yl)ethanone). Yields the product ClC1=C(C=CC2=CC=CC=C12)OCCNC(C)C=1OC(=CC1)C (N-{2-[(1-chloronaphthalen-2-yl)oxy]ethyl}-1-(5-methylfuran-2-yl)ethanamine). Isolated yield 34.0%. Reaction SMILES: [Cl-].[Cl:2][C:3]1[C:12]2[C:7](=[CH:8][CH:9]=[CH:10][CH:11]=2)[CH:6]=[CH:5][C:4]=1[O:13][CH2:14][CH2:15][NH3+:16].[CH3:17][C:18]1[O:22][C:21]([C:23](=O)[CH3:24])=[CH:20][CH:19]=1>>[Cl:2][C:3]1[C:12]2[C:7](=[CH:8][CH:9]=[CH:10][CH:11]=2)[CH:6]=[CH:5][C:4]=1[O:13][CH2:14][CH2:15][NH:16][CH:23]([C:21]1[O:22][C:18]([CH3:17])=[CH:19][CH:20]=1)[CH3:24] |f:0.1|. Reported procedure: Prepared from 2-[(1-chloronaphthalen-2-yl)oxy]ethanaminium chloride and 1-(5-methylfuran-2-yl)ethanone in 34% yield as a pale yellow oil. Starting materials: ClC1=C(C=C(C=C1)NC(=O)C1=C(OC=C1)C)C=O (N-(4-chloro-3-formylphenyl)-2-methyl-3-furancarboxamide), C(C)(=O)O (Acetic acid), CN(N)C (1,1-dimethylhydrazine), resultant mixture. Run in CO (methanol), CO (methanol). Product: CC=1OC=CC1C(=O)N (2-methyl 3-furancarboxamide). RXN SMILES: CN(C)N.ClC1C=CC([NH:12][C:13]([C:15]2[CH:19]=[CH:18][O:17][C:16]=2[CH3:20])=[O:14])=CC=1C=O.C(O)(=O)C>CO>[CH3:20][C:16]1[O:17][CH:18]=[CH:19][C:15]=1[C:13]([NH2:12])=[O:14]. Reported procedure: To the solution of 1,1-dimethylhydrazine (0.6 mL) in methanol (15 mL) was added, in portions, a suspension of N-(4-chloro-3-formylphenyl)-2-methyl-3-furancarboxamide (2 g) in methanol (30 mL) at such a rate that the temperature of the solution was maintained at -5° C. to 0° C. The resultant mixture was stirred overnight at ambient temperature. Acetic acid (0.1 mL) was then added to the reaction mixture which was then refluxed for 30 minutes, solvent was evaporated and the reaction mixture was po... Reactants: COC=1C=CC2=C(OC(OC3=C(C2=O)C=CC=C3)C(=O)OC)C1 (Methyl 3-methoxy-12H-dibenzo[d,g][1,3]-dioxocin-12-one-6-carboxylate), [H][H] (hydrogen), C(C)O (ethanol), C(C)(=O)OCC (ethyl acetate). The reagents and catalysts are [Pd] (palladium on carbon). Solvent: C(C)(=O)O (acetic acid). The product is COC=1C=CC2=C(OC(OC3=C(C2)C=CC=C3)C(=O)OC)C1 (Methyl 3-Methoxy-12H-dibenzo[d,g][1,3]dioxocin-6-carboxylate). As a reaction SMILES: [CH3:1][O:2][C:3]1[CH:4]=[CH:5][C:6]2[C:13](=O)[C:12]3[CH:15]=[CH:16][CH:17]=[CH:18][C:11]=3[O:10][CH:9]([C:19]([O:21][CH3:22])=[O:20])[O:8][C:7]=2[CH:23]=1.C(O)C.C(OCC)(=O)C.[H][H]>[Pd].C(O)(=O)C>[CH3:1][O:2][C:3]1[CH:4]=[CH:5][C:6]2[CH2:13][C:12]3[CH:15]=[CH:16][CH:17]=[CH:18][C:11]=3[O:10][CH:9]([C:19]([O:21][CH3:22])=[O:20])[O:8][C:7]=2[CH:23]=1. Procedure details: Methyl 3-methoxy-12H-dibenzo[d,g][1,3]-dioxocin-12-one-6-carboxylate (1.35 g, 4.3 mmol) was combined with 35 ml of ethanol, 15 ml of ethyl acetate, 6 ml of acetic acid, and 0.70 g of 5 percent palladium on carbon catalyst and the suspension was placed on a Parr hydrogenator under 50 psi of hydrogen for 18 hours. The catalyst was removed by filtration and the filtrate was diluted with 300 ml of ether and 100 ml of water and the layers separated. The organic layer was extracted with 3-100 ml porti... Starting materials: ClC=1C(=C(C=CC1F)NCC(=O)O)C(=O)O (N-[3-chloro-2-(hydroxycarbonyl)-4-fluoro-phenyl]glycine), C(C)(=O)[O-].[Na+] (sodium acetate), C(C)(=O)OC(C)=O (acetic anhydride). The product is C(C)(=O)OC1=CN(C2=CC=C(C(=C12)Cl)F)C(C)=O (3-acetoxy-1-acetyl-4-chloro-5-fluoroindole). Isolated yield 94.0%. As a reaction SMILES: [Cl:1][C:2]1[C:3]([C:14](O)=O)=[C:4]([NH:9][CH2:10]C(O)=O)[CH:5]=[CH:6][C:7]=1[F:8].[C:17]([O-:20])(=[O:19])[CH3:18].[Na+].C(O[C:26](=[O:28])[CH3:27])(=O)C>>[C:17]([O:20][C:14]1[C:3]2[C:4](=[CH:5][CH:6]=[C:7]([F:8])[C:2]=2[Cl:1])[N:9]([C:26](=[O:28])[CH3:27])[CH:10]=1)(=[O:19])[CH3:18] |f:1.2|. Reported procedure: A suspension of 2.63 g of N-[3-chloro-2-(hydroxycarbonyl)-4-fluoro-phenyl]glycine and 2.63 g of sodium acetate in 25 ml of acetic anhydride was boiled under reflux for 45 minutes. The solvent was removed in a vacuum and the residue was treated with 50 ml of water. The crystals were filtered off, washed with water and dried. There were obtained 2.7 g (94%) of 3-acetoxy-1-acetyl-4-chloro-5-fluoroindole as yellow crystals with m.p. 168°-169°. Starting materials: CC(C)(C)OC(=O)N1CCCC(CNC(=O)CCNC(=O)OCc2ccccc2)C1, ClC(Cl)Cl, O=C(O)C(F)(F)F. Product: O=C(CCNC(=O)OCc1ccccc1)NCC1CCCNC1. Reaction SMILES: [CH2:1]([c:2]1[cH:3][cH:4][cH:5][cH:6][cH:7]1)[O:8][C:9](=[O:10])[NH:11][CH2:12][CH2:13][C:14](=[O:15])[NH:16][CH2:17][CH:18]1[CH2:19][N:20]([C:24]([O:25][C:26]([CH3:27])([CH3:28])[CH3:29])=[O:30])[CH2:21][CH2:22][CH2:23]1.[CH:31]([Cl:32])([Cl:33])[Cl:34].[OH:35][C:36]([C:37]([F:38])([F:39])[F:40])=[O:41]>>[CH2:1]([c:2]1[cH:3][cH:4][cH:5][cH:6][cH:7]1)[O:8][C:9](=[O:10])[NH:11][CH2:12][CH2:13][C:14](=[O:15])[NH:16][CH2:17][CH:18]1[CH2:19][NH:20][CH2:21][CH2:22][CH2:23]1. Starting materials: CC(C)(C)OC(=O)Nc1ccc(CNC(=O)c2cccc3c2cnn3-c2ccc(F)cc2)cn1, [Cl-], Cl, CC(C)(C)OC(=O)Nc1ccc(CN)cn1, C1COCCO1. Product: Nc1ccc(CNC(=O)c2cccc3c2cnn3-c2ccc(F)cc2)cn1. RXN SMILES: [C:1]([O:2][C:3](=[O:4])[NH:7][c:8]1[n:9][cH:10][c:11]([CH2:14][NH:15][C:16](=[O:17])[c:18]2[c:19]3[cH:20][n:21][n:22](-[c:27]4[cH:28][cH:29][c:30]([F:33])[cH:31][cH:32]4)[c:23]3[cH:24][cH:25][cH:26]2)[cH:12][cH:13]1)([CH3:5])([CH3:6])[CH3:34].[Cl-:35].[ClH:52].[NH2:36][CH2:37][c:38]1[cH:39][cH:40][c:41]([NH:42][C:43](=[O:44])[O:45][C:46]([CH3:47])([CH3:48])[CH3:49])[n:50][cH:51]1.[O:53]1[CH2:54][CH2:55][O:56][CH2:57][CH2:58]1>>[NH2:7][c:8]1[n:9][cH:10][c:11]([CH2:14][NH:15][C:16](=[O:17])[c:18]2[c:19]3[cH:20][n:21][n:22](-[c:27]4[cH:28][cH:29][c:30]([F:33])[cH:31][cH:32]4)[c:23]3[cH:24][cH:25][cH:26]2)[cH:12][cH:13]1. Starting materials: Cl.C1(=CC=CC=C1)C=1CCN(CC1)CCCCCCN1C(C2=CC=CC=3C2=C(C1=O)C=CC3)=O (2-[6-(3,6-Dihydro-4-phenyl-1(2H)-pyridinyl)hexyl]-1H-benz[de]isoquinoline-1,3(2H)-dione, hydrochloride), BrCCCCCBr (1,5-dibromopentane), BrCCCCCCBr (1,6-dibromohexane). The product is BrCCCCCN1C(C2=CC=CC=3C2=C(C1=O)C=CC3)=O (2-(5-bromopentyl)-1H-benz[de]isoquinoline-1,3(2H)-dione). As a reaction SMILES: Cl.C1(C2CCN(C[CH2:15][CH2:16][CH2:17][CH2:18][CH2:19][N:20]3[C:29](=[O:30])[C:28]4[CH:31]=[CH:32][CH:33]=[C:26]5[C:27]=4[C:22](=[CH:23][CH:24]=[CH:25]5)[C:21]3=[O:34])CC=2)C=CC=CC=1.[Br:35]CCCCCBr.BrCCCCCCBr>>[Br:35][CH2:15][CH2:16][CH2:17][CH2:18][CH2:19][N:20]1[C:29](=[O:30])[C:28]2[CH:31]=[CH:32][CH:33]=[C:26]3[C:27]=2[C:22](=[CH:23][CH:24]=[CH:25]3)[C:21]1=[O:34] |f:0.1|. Procedure: Following the procedure of part (a) of Example 56 but substituting 1,5-dibromopentane for the 1,6-dibromohexane, one obtains 2-(5-bromopentyl)-1H-benz[de]isoquinoline-1,3(2H)-dione; m.p. 113°-115°. The reactants are CC(=O)OCC1=C(N2[C@@H]([C@@H](C2=O)N)SC1)C(=O)O (7-ACA), SC=1SC(=NN1)C (2-mercapto-5-methyl-1,3,4-thiadiazole), P(=O)([O-])([O-])[O-] (phosphate), C(=O)(O)[O-].[Na+] (NaHCO3). Run at temperature 60 celsius, time 5 hour. Yields the product NC1[C@@H]2N(C(=C(CS2)CSC=2SC(=NN2)C)C(=O)O)C1=O (7-Amino-3-(5-methyl-1,3,4-thiadiazol-2 -ylthiomethyl)-3-cephem-4-carboxylic acid). Reaction SMILES: CC(O[CH2:5][C:6]1[CH2:15][S:14][C@@H:9]2[C@H:10]([NH2:13])[C:11](=[O:12])[N:8]2[C:7]=1[C:16]([OH:18])=[O:17])=O.P([O-])([O-])([O-])=O.C([O-])(O)=O.[Na+].[SH:29][C:30]1[S:31][C:32]([CH3:35])=[N:33][N:34]=1>>[NH2:13][CH:10]1[C:11](=[O:12])[N:8]2[C:7]([C:16]([OH:18])=[O:17])=[C:6]([CH2:5][S:29][C:30]3[S:31][C:32]([CH3:35])=[N:33][N:34]=3)[CH2:15][S:14][C@H:9]12 |f:2.3|. Reported procedure: To a stirred suspension of 2.72 g. (0.01 mole) of 7-ACA in 50 ml. of 0.1 M, pH 6.4 phosphate buffer, was added 1.68 g. (0.02 mole) of NaHCO3 followed by 1.45 g. (0.011 mole) of 2-mercapto-5-methyl-1,3,4-thiadiazole and the mixture heated and stirred at 60° C. for five hours. The resulting slurry was then allowed to cool to about 22° C. over a one hour period. The crystalline precipitate was collected by filtration, washed with water and air dried. Yield 1.3 g., dec. pt. 206° C. Scaling up the re...